From a dataset of the Open Reaction Database (ORD), a public repository of structured organic reaction records. describe an organic reaction: reactants, conditions, products, and yield Reactants: [Al+3], CC(C)[O-], CC(C)[O-], CC(C)[O-], CC(C)O, CC(=O)C=Cc1ccc(-c2ccccc2)cc1. Product: CC(O)C=Cc1ccc(-c2ccccc2)cc1. As a reaction SMILES: [Al+3:22].[CH3:18][CH:19]([CH3:20])[O-:21].[CH3:23][CH:24]([CH3:25])[O-:26].[CH3:27][CH:28]([CH3:29])[O-:30].[CH:31]([OH:32])([CH3:33])[CH3:34].[c:1]1(-[c:12]2[cH:13][cH:14][cH:15][cH:16][cH:17]2)[cH:2][cH:3][c:4]([CH:7]=[CH:8][C:9]([CH3:10])=[O:11])[cH:5][cH:6]1>>[c:1]1(-[c:12]2[cH:13][cH:14][cH:15][cH:16][cH:17]2)[cH:2][cH:3][c:4]([CH:7]=[CH:8][CH:9]([CH3:10])[OH:11])[cH:5][cH:6]1. The reactants are C1(CCCCC1)CCBr (2-cyclohexylethyl bromide), C(CCC)[Li] (n-butyl lithium), CCCCCC (hexane), ice, C#CCCCC (1-hexyne), C1(=CC=CC=C1)C(C1=CC=CC=C1)C1=CC=CC=C1 (triphenylmethane), CN(P(=O)(N(C)C)N(C)C)C (hexamethylphosphoramide). Solvent: O1CCCC1 (tetrahydrofuran), CCOCC (ether), O1CCCC1 (tetrahydrofuran). Run at time 10 minute. Yields the product C1(CCCCC1)CCC#CCCCC (1-cyclohexyloct-3-yne). Reaction SMILES: [CH:1]#[C:2][CH2:3][CH2:4][CH2:5][CH3:6].[C:7]1([CH:13](C2C=CC=CC=2)[C:14]2C=CC=CC=2)[CH:12]=[CH:11][CH:10]=[CH:9][CH:8]=1.C([Li])CCC.CCCCCC.CN(C)P(N(C)C)(N(C)C)=O.C1(CCBr)CCCCC1>O1CCCC1.CCOCC>[CH:2]1([CH2:14][CH2:13][C:7]#[C:8][CH2:9][CH2:10][CH2:11][CH3:12])[CH2:1][CH2:6][CH2:5][CH2:4][CH2:3]1. Procedure details: To an ice cold solution of 1-hexyne (49.6 mmoles) in freshly distilled tetrahydrofuran (50 ml) containing a trace of triphenylmethane was added dropwise n-butyl lithium in hexane (49.5 mmoles). About 10 minutes after the addition was stopped, sieve dried hexamethylphosphoramide (57.5 mmoles) was added and the solution stirred for 10 minutes. A solution of 2-cyclohexylethyl bromide (51.3 mmoles) in tetrahydrofuran (10 ml) was added and the reaction mixture was stirred for about 3 hours as the tem...